This data is from the Open Reaction Database (ORD), a public repository of structured organic reaction records. The task is: describe an organic reaction: reactants, conditions, products, and yield The reactants are CN(CCCN(C)C(=O)Cc1ccc(N)cc1)C(=O)COC1Cc2ccccc2C12CCN(CCC1(c3ccc(F)cc3)CN(C(=O)c3cc(C(F)(F)F)cc(C(F)(F)F)c3)CO1)CC2, CN(CCN1CCC(OC(=O)Nc2ccccc2-c2ccccc2)CC1)C(=O)CCCCC=O. Yields the product CN(CCN1CCC(OC(=O)Nc2ccccc2-c2ccccc2)CC1)C(=O)CCCCCNc1ccc(CC(=O)N(C)CCCN(C)C(=O)COC2Cc3ccccc3C23CCN(CCC2(c4ccc(F)cc4)CN(C(=O)c4cc(C(F)(F)F)cc(C(F)(F)F)c4)CO2)CC3)cc1. RXN SMILES: [NH2:1][c:2]1[cH:3][cH:4][c:5]([CH2:8][C:9](=[O:10])[N:11]([CH3:12])[CH2:13][CH2:14][CH2:15][N:16]([CH3:17])[C:18]([CH2:19][O:20][CH:21]2[C:22]3([c:23]4[cH:24][cH:25][cH:26][cH:27][c:28]4[CH2:29]2)[CH2:30][CH2:31][N:32]([CH2:35][CH2:36][C:37]2([c:58]4[cH:59][cH:60][c:61]([F:64])[cH:62][cH:63]4)[CH2:38][N:39]([C:42]([c:43]4[cH:44][c:45]([C:53]([F:54])([F:55])[F:56])[cH:46][c:47]([C:49]([F:50])([F:51])[F:52])[cH:48]4)=[O:57])[CH2:40][O:41]2)[CH2:33][CH2:34]3)=[O:65])[cH:6][cH:7]1.[c:66]1(-[c:94]2[cH:95][cH:96][cH:97][cH:98][cH:99]2)[c:67]([NH:72][C:73]([O:74][CH:75]2[CH2:76][CH2:77][N:78]([CH2:81][CH2:82][N:83]([C:84]([CH2:85][CH2:86][CH2:87][CH2:88][CH:89]=[O:90])=[O:91])[CH3:92])[CH2:79][CH2:80]2)=[O:93])[cH:68][cH:69][cH:70][cH:71]1>>[NH:1]([c:2]1[cH:3][cH:4][c:5]([CH2:8][C:9](=[O:10])[N:11]([CH3:12])[CH2:13][CH2:14][CH2:15][N:16]([CH3:17])[C:18]([CH2:19][O:20][CH:21]2[C:22]3([c:23]4[cH:24][cH:25][cH:26][cH:27][c:28]4[CH2:29]2)[CH2:30][CH2:31][N:32]([CH2:35][CH2:36][C:37]2([c:58]4[cH:59][cH:60][c:61]([F:64])[cH:62][cH:63]4)[CH2:38][N:39]([C:42]([c:43]4[cH:44][c:45]([C:53]([F:54])([F:55])[F:56])[cH:46][c:47]([C:49]([F:50])([F:51])[F:52])[cH:48]4)=[O:57])[CH2:40][O:41]2)[CH2:33][CH2:34]3)=[O:65])[cH:6][cH:7]1)[CH2:89][CH2:88][CH2:87][CH2:86][CH2:85][C:84]([N:83]([CH2:82][CH2:81][N:78]1[CH2:77][CH2:76][CH:75]([O:74][C:73]([NH:72][c:67]2[c:66](-[c:94]3[cH:95][cH:96][cH:97][cH:98][cH:99]3)[cH:71][cH:70][cH:69][cH:68]2)=[O:93])[CH2:80][CH2:79]1)[CH3:92])=[O:91]. Starting materials: C(Cl)C1CO1 (epichlorohydrin), OC1=CC=C(C(C=CC2=CC=C(C=C2)OC)=O)C=C1 (4′-hydroxy-4-methoxy-chalcone), OC1=CC=C(C(C=CC2=CC=C(C=C2)OC)=O)C=C1 (4′-Hydroxy-4-methoxy-chalcone), [H-].[Na+] (sodium hydride). Solvent: CN(C=O)C (dimethyl formamide). Reaction conditions: time 30 minute. Yields the product O1C(COC2=CC=C(C(C=CC3=CC=C(C=C3)OC)=O)C=C2)C1 (4′-(2,3-Epoxy-propoxy)-4-methoxy-chalcone). As a reaction SMILES: [OH:1][C:2]1[CH:19]=[CH:18][C:5]([C:6](=[O:17])[CH:7]=[CH:8][C:9]2[CH:14]=[CH:13][C:12]([O:15][CH3:16])=[CH:11][CH:10]=2)=[CH:4][CH:3]=1.[H-].[Na+].[CH2:22]([CH:24]1[O:26][CH2:25]1)Cl>CN(C)C=O>[O:26]1[CH2:25][CH:24]1[CH2:22][O:1][C:2]1[CH:3]=[CH:4][C:5]([C:6](=[O:17])[CH:7]=[CH:8][C:9]2[CH:14]=[CH:13][C:12]([O:15][CH3:16])=[CH:11][CH:10]=2)=[CH:18][CH:19]=1 |f:1.2|. Reported procedure: To a well-stirred solution of 4′-hydroxy-4-methoxy-chalcone, 7 (15 g, 59 mmol) in dry dimethyl formamide (170 mL) was added 50% sodium hydride (5.6 g, 236 mmol) at 0-5° C. and after 30 minutes, excess of epichlorohydrin (13.8 mL, 177 mmol) was added and stirred at room temperature for overnight. The reaction mixture was concentrated under reduced pressure, diluted with water and extracted with chloroform. The combined organic layers were dried over sodium sulphate, filtered and evaporated to dry... The reactants are C([O-])([O-])=O.[K+].[K+] (Potassium carbonate), CN1N=C(CC1=O)C (2,4-dihydro-2,5-dimethyl-3H-pyrazol-3-one), FC=1C=C(C#N)C=C(C1F)F (3,4,5-Trifluorobenzonitrile). Solvent: CN(C=O)C (N,N-dimethylformamide). Run at temperature 75 celsius. The product is CN1N=C(C=C1OC1=C(C=C(C#N)C=C1F)F)C (4-[(1,3-Dimethyl-1H-pyrazol-5-yl)oxy]-3,5-difluorobenzonitrile). Yield: 92.3%. Reaction SMILES: C(=O)([O-])[O-].[K+].[K+].[CH3:7][N:8]1[C:12](=[O:13])[CH2:11][C:10]([CH3:14])=[N:9]1.[F:15][C:16]1[CH:17]=[C:18]([CH:21]=[C:22]([F:25])[C:23]=1F)[C:19]#[N:20]>CN(C)C=O>[CH3:7][N:8]1[C:12]([O:13][C:23]2[C:16]([F:15])=[CH:17][C:18]([C:19]#[N:20])=[CH:21][C:22]=2[F:25])=[CH:11][C:10]([CH3:14])=[N:9]1 |f:0.1.2|. Procedure: Potassium carbonate (1.38 g, 10 mmol) was added to a solution of 2,4-dihydro-2,5-dimethyl-3H-pyrazol-3-one (0.70 g, 6.3 mmol) in N,N-dimethylformamide (15 mL). 3,4,5-Trifluorobenzonitrile (0.94 g, 6.0 mmol) was added, and the reaction mixture was heated at 75° C. under a nitrogen atmosphere for 16 h, then allowed to cool. The reaction mixture was partitioned between water (60 mL) and ethyl acetate (30 mL). The organic phase was washed with water (2×30 mL) and brine (30 mL), dried over MgSO4, and... The reactants are C1(=CC=CC=C1)[C@@H]1N=C(N([C@@H]1C1=CC=CC=C1)C(=O)OC(C)(C)C)SC (cis-4,5-Diphenyl-2-methylthio-4,5-dihydro-imidazole-1-carboxylic acid, tert-butyl ester), C(CC1=CC=CC=C1)N (phenethylamine). Run in CO (MeOH). Run at temperature 100 celsius. The product is C(C)(C)(C)OC(=O)N1C(=N[C@H]([C@H]1C1=CC=CC=C1)C1=CC=CC=C1)NCCC1=CC=CC=C1 (2-(Phenethylamino)-cis-4,5-diphenyl-4,5-dihydro-1H-imidazole-1-carboxylic acid tert-butyl ester). The yield is 44.2%. Reaction SMILES: [C:1]1([C@H:7]2[C@@H:11]([C:12]3[CH:17]=[CH:16][CH:15]=[CH:14][CH:13]=3)[N:10]([C:18]([O:20][C:21]([CH3:24])([CH3:23])[CH3:22])=[O:19])[C:9](SC)=[N:8]2)[CH:6]=[CH:5][CH:4]=[CH:3][CH:2]=1.[CH2:27]([NH2:35])[CH2:28][C:29]1[CH:34]=[CH:33][CH:32]=[CH:31][CH:30]=1>CO>[C:21]([O:20][C:18]([N:10]1[C@H:11]([C:12]2[CH:17]=[CH:16][CH:15]=[CH:14][CH:13]=2)[C@H:7]([C:1]2[CH:6]=[CH:5][CH:4]=[CH:3][CH:2]=2)[N:8]=[C:9]1[NH:35][CH2:27][CH2:28][C:29]1[CH:34]=[CH:33][CH:32]=[CH:31][CH:30]=1)=[O:19])([CH3:24])([CH3:23])[CH3:22]. Procedure: A mixture of intermediate 59 (2.0 g, 5.43 mmol), phenethylamine (2.04 mL, 16.3 mmol) and MeOH (0.5 mL) is heated at 100° C. for 2 days. The reaction mixture is cooled to RT, and is purified by chromatography on silica gel; gradient elution with heptane:EtOAc (75:25-60:40) gives 1.06 g of the product 93. 1H NMR (CDCl3) δ 7.40-7.30 (m, 4 H), 7.30-7.10 (m, 2 H), 7.10-6.90 (m, 8 H), 6.80-6.65 (m, 2 H), 5.45-5.25 (m, 2 H), 3.90-3.60 (m, 2 H), 3.05 (t, 2 H), 1.13 (s, 9 H); MS: m/z 442 (M++1). Reactants: OCC(C1=NCCC2=CC(=C(C=C12)OC)OC)CO (1-[bis(hydroxymethyl)-methyl]-6,7-dimethoxy-3,4-dihydroisoquinoline), CI (methyl iodide). The solvent is C(C)O (ethanol). Conditions: time 6 hour. Yields the product [I-].OCC(C1=[N+](CCC2=CC(=C(C=C12)OC)OC)C)CO (1-[bis(hydroxymethyl)-methyl]-2-methyl-6,7-dimethoxy-3,4-dihydroisoquinolinium iodide). The yield is 71.0%. RXN SMILES: [OH:1][CH2:2][CH:3]([CH2:18][OH:19])[C:4]1[C:13]2[C:8](=[CH:9][C:10]([O:16][CH3:17])=[C:11]([O:14][CH3:15])[CH:12]=2)[CH2:7][CH2:6][N:5]=1.[CH3:20][I:21]>C(O)C>[I-:21].[OH:1][CH2:2][CH:3]([CH2:18][OH:19])[C:4]1[C:13]2[C:8](=[CH:9][C:10]([O:16][CH3:17])=[C:11]([O:14][CH3:15])[CH:12]=2)[CH2:7][CH2:6][N+:5]=1[CH3:20] |f:3.4|. Procedure: 0.03 mole (7.96 g) of 1-[bis(hydroxymethyl)-methyl]-6,7-dimethoxy-3,4-dihydroisoquinoline is dissolved in 40 ml of absolute ethanol. 0.045 mole (6.39 g) of methyl iodide is added to the solution and the reaction mixture is kept at 30° to 40° C. for 6 hours. The precipitated crystals are filtered off and recrystallized from ethanol. The aimed compound is obtained with a melting point of 189° to 193° C. Starting materials: C(C)(C)(C)P(C1=C(C=CC=C1)C1=CC=CC=C1)C(C)(C)C (2(di-tertbutylphosphino)biphenyl), sodium tert-butylate, C(C)(C)(C)OC(=O)N1C2=CC=C(C=C2C=2CCC(CC12)C(C)(C(=O)OC)S(=O)(=O)C1=CC=CC=C1)Br ((RS,SR)-2-(-1-benzenesulfonyl-1-methoxycarbonyl-ethyl)-6-bromo-1,2,3,4-tetrahydro-carbazole-9-carboxylic acid tert-butyl ester), C(=O)([O-])[O-].[Na+].[Na+] (Na2CO3), CNC (dimethylamine). Reagents/catalysts: [Pd].[Pd].C(C1=CC=CC=C1)=CC(=O)C=CC1=CC=CC=C1.C(C1=CC=CC=C1)=CC(=O)C=CC1=CC=CC=C1.C(C1=CC=CC=C1)=CC(=O)C=CC1=CC=CC=C1 (tris(dibenzylidene-acetone) dipalladium). Solvent: CCOC(=O)C (EtOAc), C1(=CC=CC=C1)C (toluene), C1CCOC1 (THF). Run at temperature 80 celsius. Product: C(C)(C)(C)OC(=O)N1C2=CC=C(C=C2C=2CCC(CC12)C(C)(C(=O)OC)S(=O)(=O)C1=CC=CC=C1)N(C)C ((RS,SR)-2-(-1-benzenesulfonyl-1-methoxycarbonyl-ethyl)-6-dimethylamino-1,2,3,4-tetrahydro-carbazole-9-carboxylic acid tert-butyl ester). Isolated yield 24.2%. Reaction SMILES: C(P(C(C)(C)C)C1C=CC=CC=1C1C=CC=CC=1)(C)(C)C.[C:22]([O:26][C:27]([N:29]1[C:41]2[CH2:40][CH:39]([C:42]([S:48]([C:51]3[CH:56]=[CH:55][CH:54]=[CH:53][CH:52]=3)(=[O:50])=[O:49])([C:44]([O:46][CH3:47])=[O:45])[CH3:43])[CH2:38][CH2:37][C:36]=2[C:35]2[C:30]1=[CH:31][CH:32]=[C:33](Br)[CH:34]=2)=[O:28])([CH3:25])([CH3:24])[CH3:23].[CH3:58][NH:59][CH3:60].C([O-])([O-])=O.[Na+].[Na+]>C1(C)C=CC=CC=1.C1COCC1.CCOC(C)=O.[Pd].[Pd].C(=CC(C=CC1C=CC=CC=1)=O)C1C=CC=CC=1.C(=CC(C=CC1C=CC=CC=1)=O)C1C=CC=CC=1.C(=CC(C=CC1C=CC=CC=1)=O)C1C=CC=CC=1>[C:22]([O:26][C:27]([N:29]1[C:41]2[CH2:40][CH:39]([C:42]([S:48]([C:51]3[CH:56]=[CH:55][CH:54]=[CH:53][CH:52]=3)(=[O:50])=[O:49])([C:44]([O:46][CH3:47])=[O:45])[CH3:43])[CH2:38][CH2:37][C:36]=2[C:35]2[C:30]1=[CH:31][CH:32]=[C:33]([N:59]([CH3:60])[CH3:58])[CH:34]=2)=[O:28])([CH3:25])([CH3:24])[CH3:23] |f:3.4.5,9.10.11.12.13|. Reported procedure: Under argon a flask was charged with 24 mg of (0.03 mmol, 0.05 eq) tris(dibenzylidene-acetone) dipalladium, 16 mg (0.05 mmol, 0.1 eq) of 2(di-tertbutylphosphino)biphenyl and 85 mg (0.88 mmol, 1.7 eq) of sodium tert-butylate, evacuated and backfilled with argon. 300 mg (0.52 mmol) of (RS,SR)-2-(-1-benzenesulfonyl-1-methoxycarbonyl-ethyl)-6-bromo-1,2,3,4-tetrahydro-carbazole-9-carboxylic acid tert-butyl ester in 15 ml of toluene were added, followed by a solution of 1.95 ml 2M (3.9 mmol, 7.5 eq) o... Starting materials: C1CCOC1, CCC(CC)c1cc(C)nn2c(I)c(C)nc12, [Li]CCCC, Cc1cscc1N(C)C, CCOC(C)=O. Product: CCC(CC)c1cc(C)nn2c(-c3scc(N(C)C)c3C)c(C)nc12. As a reaction SMILES: [CH2:10]1[O:11][CH2:12][CH2:13][CH2:14]1.[CH2:20]([CH3:21])[CH:22]([CH2:23][CH3:24])[c:25]1[c:26]2[n:27]([n:28][c:29]([CH3:31])[cH:30]1)[c:32]([I:36])[c:33]([CH3:35])[n:34]2.[CH3:15][CH2:16][CH2:17][CH2:18][Li:19].[CH3:1][N:2]([c:3]1[cH:4][s:5][cH:6][c:7]1[CH3:8])[CH3:9].[CH3:37][CH2:38][O:39][C:40]([CH3:41])=[O:42]>>[CH3:1][N:2]([c:3]1[cH:4][s:5][c:6](-[c:32]2[n:27]3[c:26]([c:25]([CH:22]([CH2:20][CH3:21])[CH2:23][CH3:24])[cH:30][c:29]([CH3:31])[n:28]3)[n:34][c:33]2[CH3:35])[c:7]1[CH3:8])[CH3:9]. Reactants: S(O)(O)(=O)=O (sulfuric acid), [N+](=O)(O)[O-] (nitric acid), ice, FC=1C=C2C=CC(=NC2=CC1)C (6-fluoroquinaldine), N(=O)[O-].[Na+] (sodium nitrite), [OH-].[NH4+] (Ammonium hydroxide). Reaction conditions: temperature 20 celsius. The product is FC=1C(=C2C=CC(=NC2=CC1)C)[N+](=O)[O-] (6-fluoro-5-nitroquinaldine). As a reaction SMILES: S(=O)(=O)(O)O.[F:6][C:7]1[CH:8]=[C:9]2[C:14](=[CH:15][CH:16]=1)[N:13]=[C:12]([CH3:17])[CH:11]=[CH:10]2.[N:18]([O-:20])=[O:19].[Na+].[N+]([O-])(O)=O.[OH-].[NH4+]>>[F:6][C:7]1[C:8]([N+:18]([O-:20])=[O:19])=[C:9]2[C:14](=[CH:15][CH:16]=1)[N:13]=[C:12]([CH3:17])[CH:11]=[CH:10]2 |f:2.3,5.6|. Procedure details: To 3.5 l of fuming sulfuric acid were added, with cooling, 600 g (3.73 moles) of 6-fluoroquinaldine in small portions (5 to 10 g). To this mixture was added about 0.1 g of sodium nitrite, followed by the dropwise addition of 261 ml of fuming red nitric acid over a period of six hours. The temperature of the mixture was maintained at 5° to 10° C. during the addition. The mixture was stirred at 20° C. for sixteen hours, then poured into 3 gallons of ice. Ammonium hydroxide was added, with cooling,... The reactants are C(C)(C)(C)OC(=O)NCCCOC1=NC=CC(=N1)OC=1C=C(C2=C(B(OC2CC(=O)O)O)C1)C ({6-[2-(3-tert-butoxycarbonylamino-propoxy)-pyrimidin-4-yloxy]-1-hydroxy-4-methyl-1,3-dihydro-benzo[c][1,2]oxaborol-3-yl}-acetic acid). Run in Cl (HCl), O1CCOCC1 (dioxane). Product: NCCCOC1=NC=CC(=N1)OC=1C=C(C2=C(B(OC2CC(=O)O)O)C1)C ({6-[2-(3-amino-propoxy)-pyrimidin-4-yloxy]-1-hydroxy-4-methyl-1,3-dihydro-benzo[c][1,2]oxaborol-3-yl}-acetic acid). Yield: 41.9%. As a reaction SMILES: C(OC([NH:8][CH2:9][CH2:10][CH2:11][O:12][C:13]1[N:18]=[C:17]([O:19][C:20]2[CH:21]=[C:22]([CH3:34])[C:23]3[CH:27]([CH2:28][C:29]([OH:31])=[O:30])[O:26][B:25]([OH:32])[C:24]=3[CH:33]=2)[CH:16]=[CH:15][N:14]=1)=O)(C)(C)C>Cl.O1CCOCC1>[NH2:8][CH2:9][CH2:10][CH2:11][O:12][C:13]1[N:18]=[C:17]([O:19][C:20]2[CH:21]=[C:22]([CH3:34])[C:23]3[CH:27]([CH2:28][C:29]([OH:31])=[O:30])[O:26][B:25]([OH:32])[C:24]=3[CH:33]=2)[CH:16]=[CH:15][N:14]=1. Reported procedure: A solution of {6-[2-(3-tert-butoxycarbonylamino-propoxy)-pyrimidin-4-yloxy]-1-hydroxy-4-methyl-1,3-dihydro-benzo[c][1,2]oxaborol-3-yl}-acetic acid (0.3 g, 0.64 mmol) in 4M HCl in dioxane (3 mL) was stirred for 2 hours at room temperature. The reaction mixture was concentrated in vacuo and the residue purified by preparative HPLC to give {6-[2-(3-amino-propoxy)-pyrimidin-4-yloxy]-1-hydroxy-4-methyl-1,3-dihydro-benzo[c][1,2]oxaborol-3-yl}-acetic acid (0.1 g, 42%). 1H NMR (400 MHz, DMSO): δ 8.46 (d... The product is C(C)(C)(C)OC(=O)N1CCN(CCC1)C1=NC(=NC(=C1)C1=CC(=CC=C1)C(F)(F)F)C#N (4-[2-cyano-6-(3-trifluoromethyl-phenyl)-pyrimidin-4-yl]-[1,4]diazepane-1-carboxylic acid tert-butyl ester). The solvent is CS(=O)C (dimethylsulphoxide), ClCCl (dichloromethane). As a reaction SMILES: [C:1]([O:5][C:6]([N:8]1[CH2:14][CH2:13][CH2:12][N:11]([C:15]2[CH:20]=[C:19]([C:21]3[CH:26]=[CH:25][CH:24]=[C:23]([C:27]([F:30])([F:29])[F:28])[CH:22]=3)[N:18]=[C:17](S(C)(=O)=O)[N:16]=2)[CH2:10][CH2:9]1)=[O:7])([CH3:4])([CH3:3])[CH3:2].[C-:35]#[N:36].[Na+]>CS(C)=O.ClCCl>[C:1]([O:5][C:6]([N:8]1[CH2:14][CH2:13][CH2:12][N:11]([C:15]2[CH:20]=[C:19]([C:21]3[CH:26]=[CH:25][CH:24]=[C:23]([C:27]([F:30])([F:29])[F:28])[CH:22]=3)[N:18]=[C:17]([C:35]#[N:36])[N:16]=2)[CH2:10][CH2:9]1)=[O:7])([CH3:4])([CH3:3])[CH3:2] |f:1.2|. Yield: 83.7%. Procedure details: 4-[2-Methanesulfonyl-6-(3-trifluoromethyl-phenyl)-pyrimidin-4-yl]-[1,4]diazepane-1-carboxylic acid tert-butyl ester (139 mg) and sodium cyanide (22 mg) were heated to 45° C. in dimethylsulphoxide for four hours. The reaction mixture was diluted with dichloromethane (50 ml) and washed with water (3×30 ml). Organics were separated, dried over sodium sulphate and solvent was evaporated to yield product 4-[2-cyano-6-(3-trifluoromethyl-phenyl)-pyrimidin-4-yl]-[1,4]diazepane-1-carboxylic acid tert-but... Starting materials: C(C)(C)(C)OC(=O)N1CCN(CCC1)C1=NC(=NC(=C1)C1=CC(=CC=C1)C(F)(F)F)S(=O)(=O)C (4-[2-Methanesulfonyl-6-(3-trifluoromethyl-phenyl)-pyrimidin-4-yl]-[1,4]diazepane-1-carboxylic acid tert-butyl ester), [C-]#N.[Na+] (sodium cyanide).